Dataset: the Open Reaction Database (ORD), a public repository of structured organic reaction records. Task: describe an organic reaction: reactants, conditions, products, and yield The reactants are BrBr (bromine), C1=CC=CC=2C1=C1C3=CC=C4C(=C3NC1=CC2)C=CC=C4 (7H-dibenzo[a,g]carbazole), O (water). The solvent is ClCCl (dichloromethane), ClCCl (dichloromethane). Yields the product BrC1=C2C(=C3NC4=CC=C5C(=C4C3=C1)C=CC=C5)C=CC=C2 (12-bromo-7H-dibenzo[a,g]carbazole). The yield is 160.8%. Reaction SMILES: [CH:1]1[C:6]2=[C:7]3[C:15](=[CH:16][CH:17]=[C:5]2[CH:4]=[CH:3][CH:2]=1)[NH:14][C:13]1[C:8]3=[CH:9][CH:10]=[C:11]2[CH:21]=[CH:20][CH:19]=[CH:18][C:12]2=1.[Br:22]Br.O>ClCCl>[Br:22][C:10]1[CH:9]=[C:8]2[C:13]([NH:14][C:15]3[C:7]2=[C:6]2[CH:1]=[CH:2][CH:3]=[CH:4][C:5]2=[CH:17][CH:16]=3)=[C:12]2[CH:18]=[CH:19][CH:20]=[CH:21][C:11]=12. Procedure: 10.3 g of 7H-dibenzo[a,g]carbazole was dissolved in dichloromethane (150 mL) at 0° C. with stirring. To this was dropped a dichloromethane solution of bromine (3.1 g in dichloromethane). After being stirred at room temperature for 2 h, the solution was poured into 200 mL of water, filtered, and washed with 500 mL water. The white residue was recrystallized in ethanol and yielded 12-bromo-7H-dibenzo[a,g]carbazole as colorless crystals (10.8 g).